This data is from the Open Reaction Database (ORD), a public repository of structured organic reaction records. The task is: describe an organic reaction: reactants, conditions, products, and yield The reactants are NC=1C=C(C=CC1)N1C(C(NC=2C3=C(C=CC12)C=CC=C3)=O)=O (4-(3-Aminophenyl)-1,4-dihydrobenzo[f]quinoxaline-2,3-dione), IC1=C(C=CC=C1)CC(=O)Cl (2-iodophenylacetylchloride). Yields the product IC1=C(C=CC=C1)CC(=O)NC=1C=C(C=CC1)N1C(C(NC=2C3=C(C=CC12)C=CC=C3)=O)=O (4-[3-[(2-Iodophenylacetyl)amino]phenyl)-1,4-dihydrobenzo[f]quinoxaline-2,3-dione). Isolated yield 11.0%. Reaction SMILES: [NH2:1][C:2]1[CH:3]=[C:4]([N:8]2[C:17]3[CH:16]=[CH:15][C:14]4[CH:18]=[CH:19][CH:20]=[CH:21][C:13]=4[C:12]=3[NH:11][C:10](=[O:22])[C:9]2=[O:23])[CH:5]=[CH:6][CH:7]=1.[I:24][C:25]1[CH:30]=[CH:29][CH:28]=[CH:27][C:26]=1[CH2:31][C:32](Cl)=[O:33]>>[I:24][C:25]1[CH:30]=[CH:29][CH:28]=[CH:27][C:26]=1[CH2:31][C:32]([NH:1][C:2]1[CH:3]=[C:4]([N:8]2[C:17]3[CH:16]=[CH:15][C:14]4[CH:18]=[CH:19][CH:20]=[CH:21][C:13]=4[C:12]=3[NH:11][C:10](=[O:22])[C:9]2=[O:23])[CH:5]=[CH:6][CH:7]=1)=[O:33]. Procedure: 4-(3-Aminophenyl)-1,4-dihydrobenzo[f]quinoxaline-2,3-dione (30 mg, 0.1 mmol) and 2-iodophenylacetylchloride were used in a process similar to Example 9 to give the titled compound as a yellow crystal (6 mg, yield 11%). The reactants are C(C)N1C=C(C(C2=CC(=C(C(=C12)F)F)F)=O)C(=O)O (1-ethyl-6,7,8-trifluoro-1,4-dihydro-4-oxoquinoline-3-carboxylic acid), NC1=C2CNCC2=CC=C1 (4-aminoisoindoline), C1CCC2=NCCCN2CC1 (DBU). Run in CN(C)C=O (DMF). The product is NC1=C2CN(CC2=CC=C1)C1=C(C=C2C(C(=CN(C2=C1F)CC)C(=O)O)=O)F (7-(4-amino-2-isoindolinyl)-1-ethyl-6,8-difluoro-1,4-dihydro-4-oxoquinoline-3-carboxylic acid). Yield: 41.4%. As a reaction SMILES: [CH2:1]([N:3]1[C:12]2[C:7](=[CH:8][C:9]([F:15])=[C:10](F)[C:11]=2[F:13])[C:6](=[O:16])[C:5]([C:17]([OH:19])=[O:18])=[CH:4]1)[CH3:2].[NH2:20][C:21]1[CH:29]=[CH:28][CH:27]=[C:26]2[C:22]=1[CH2:23][NH:24][CH2:25]2.C1CCN2C(=NCCC2)CC1>CN(C=O)C>[NH2:20][C:21]1[CH:29]=[CH:28][CH:27]=[C:26]2[C:22]=1[CH2:23][N:24]([C:10]1[C:11]([F:13])=[C:12]3[C:7]([C:6](=[O:16])[C:5]([C:17]([OH:19])=[O:18])=[CH:4][N:3]3[CH2:1][CH3:2])=[CH:8][C:9]=1[F:15])[CH2:25]2. Procedure details: 136 mg of 1-ethyl-6,7,8-trifluoro-1,4-dihydro-4-oxoquinoline-3-carboxylic acid, 100 mg of 4-aminoisoindoline, 114 mg of DBU, and 1.5 ml of anhydrous DMF were processed in the same manner as in Example 20 to produce 80 mg of the target compound. Product: N=C(N)NC(=O)CCCn1nc2ccc(C(=O)NCC(NC(=O)OCc3ccccc3)C(=O)O)cn2c1=O. Starting materials: CC(C)(C)OC(=O)C(CNC(=O)c1ccc2nn(CCCC(=O)NC(=N)N)c(=O)n2c1)NC(=O)OCc1ccccc1, ClCCl, O=C(O)C(F)(F)F. RXN SMILES: [C:1]([CH3:2])([CH3:3])([CH3:4])[O:5][C:6]([CH:7]([CH2:8][NH:9][C:10](=[O:11])[c:12]1[cH:13][cH:14][c:15]2[n:16]([cH:17]1)[c:18](=[O:30])[n:19]([CH2:21][CH2:22][CH2:23][C:24](=[O:25])[NH:26][C:27](=[NH:28])[NH2:29])[n:20]2)[NH:31][C:32](=[O:33])[O:34][CH2:35][c:36]1[cH:37][cH:38][cH:39][cH:40][cH:41]1)=[O:42].[Cl:50][CH2:51][Cl:52].[OH:43][C:44]([C:45]([F:46])([F:47])[F:48])=[O:49]>>[O:5]=[C:6]([CH:7]([CH2:8][NH:9][C:10](=[O:11])[c:12]1[cH:13][cH:14][c:15]2[n:16]([cH:17]1)[c:18](=[O:30])[n:19]([CH2:21][CH2:22][CH2:23][C:24](=[O:25])[NH:26][C:27](=[NH:28])[NH2:29])[n:20]2)[NH:31][C:32](=[O:33])[O:34][CH2:35][c:36]1[cH:37][cH:38][cH:39][cH:40][cH:41]1)[OH:42]. Reactants: C1CCOC1, CN, N#Cc1c(Cl)nc(SCc2csc(-c3ccc(Cl)cc3)n2)c(C#N)c1-c1ccc(OCCO)cc1, O. Yields the product CNc1nc(SCc2csc(-c3ccc(Cl)cc3)n2)c(C#N)c(-c2ccc(OCCO)cc2)c1C#N. Reaction SMILES: [CH2:39]1[O:40][CH2:41][CH2:42][CH2:43]1.[CH3:36][NH2:37].[Cl:1][c:2]1[n:3][c:4]([S:22][CH2:23][c:24]2[n:25][c:26](-[c:29]3[cH:30][cH:31][c:32]([Cl:35])[cH:33][cH:34]3)[s:27][cH:28]2)[c:5]([C:20]#[N:21])[c:6](-[c:10]2[cH:11][cH:12][c:13]([O:16][CH2:17][CH2:18][OH:19])[cH:14][cH:15]2)[c:7]1[C:8]#[N:9].[OH2:38]>>[c:2]1([NH:37][CH3:36])[n:3][c:4]([S:22][CH2:23][c:24]2[n:25][c:26](-[c:29]3[cH:30][cH:31][c:32]([Cl:35])[cH:33][cH:34]3)[s:27][cH:28]2)[c:5]([C:20]#[N:21])[c:6](-[c:10]2[cH:11][cH:12][c:13]([O:16][CH2:17][CH2:18][OH:19])[cH:14][cH:15]2)[c:7]1[C:8]#[N:9]. Starting materials: NC=1C=CC(=C(C1)S(=O)(=O)NC(=O)NC1=NC(=NC(=N1)OC)C)Cl (5-amino-2-chloro-N-[(4-methoxy-6-methyl-1,3,5-triazin-2-yl)aminocarbonyl]benzenesulfonamide), C(Cl)(Cl)Cl (chloroform), C(C)(=O)OC(C)=O (acetic anhydride). Product: NC=1C=CC(=C(C1)S(=O)(=O)NC(=O)NC1=NC(=CC(=N1)OC)C)C (5-Amino-N-[(4-methoxy-6-methylpyrimidin-2-yl)amino-carbonyl]-2-methylbenzenesulfonamide), C(C)(=O)NC=1C=CC(=C(C1)S(=O)(=O)NC(=O)NC1=NC(=NC(=N1)OC)C)Cl (5-acetamido-2-chloro-N-[(4-methoxy-6-methyl-1,3,5-triazin-2-yl)aminocarbonyl]benzenesulfonamide). Reaction SMILES: [NH2:1][C:2]1[CH:3]=[CH:4][C:5]([Cl:24])=[C:6]([S:8]([NH:11][C:12]([NH:14][C:15]2[N:20]=[C:19]([O:21][CH3:22])[N:18]=[C:17]([CH3:23])[N:16]=2)=[O:13])(=[O:10])=[O:9])[CH:7]=1.[C:25]([O:28][C:29](=O)[CH3:30])(=[O:27])[CH3:26].[CH:32](Cl)(Cl)Cl>>[NH2:1][C:2]1[CH:3]=[CH:4][C:5]([CH3:32])=[C:6]([S:8]([NH:11][C:12]([NH:14][C:15]2[N:20]=[C:29]([O:28][CH3:25])[CH:30]=[C:17]([CH3:23])[N:16]=2)=[O:13])(=[O:9])=[O:10])[CH:7]=1.[C:25]([NH:1][C:2]1[CH:3]=[CH:4][C:5]([Cl:24])=[C:6]([S:8]([NH:11][C:12]([NH:14][C:15]2[N:20]=[C:19]([O:21][CH3:22])[N:18]=[C:17]([CH3:23])[N:16]=2)=[O:13])(=[O:10])=[O:9])[CH:7]=1)(=[O:27])[CH3:26]. Reported procedure: To a solution of 37.3 g of 5-amino-2-chloro-N-[(4-methoxy-6-methyl-1,3,5-triazin-2-yl)aminocarbonyl]benzenesulfonamide prepared in a minimum amount of boiling chloroform, is added with vigorous stirring 20.4 g of acetic anhydride. The resulting mixture is then refluxed for 2 hours, the chloroform, excess acetic anhydride and acetic acid are removed in vacuo to yield as residue the desired product, 5-acetamido-2-chloro-N-[(4-methoxy-6-methyl-1,3,5-triazin-2-yl)aminocarbonyl]benzenesulfonamide. The reactants are C1(=CC=CC=C1)C1(C(CCCC1)=O)C1=NC=CC=C1 (2-phenyl-2-(2-pyridyl)-cyclohexanone), C1(=CC=CC=C1)C1C(CCCC1)=O (2-phenylcyclohexanone), ClC1=NC=CC=C1 (2-chloropyridine), [H-].[Na+] (sodium hydride), C(C)(C)C1=C(C(=CC=C1)C(C)C)N=C=O (2,6-diisopropyl-phenyl isocyanate), C(C)(C)[N-]C(C)C.[Li+] (lithium diisopropylamide). The product is CC(C)C1=C(C(=CC=C1)C(C)C)NC(=O)C1C(C(CCC1)(C1=NC=CC=C1)C1=CC=CC=C1)=O (N-[2,6 bis(1-methylethyl)phenyl]-2-oxo-3-phenyl-3-(2-pyridinyl)cyclohexanecarboxamide). As a reaction SMILES: [C:1]1([C:7]2([C:14]3[CH:19]=[CH:18][CH:17]=[CH:16][N:15]=3)[CH2:12][CH2:11][CH2:10][CH2:9][C:8]2=[O:13])[CH:6]=[CH:5][CH:4]=[CH:3][CH:2]=1.C1(C2CCCCC2=O)C=CC=CC=1.ClC1C=CC=CN=1.[H-].[Na+].[CH:42]([C:45]1[CH:50]=[CH:49][CH:48]=[C:47]([CH:51]([CH3:53])[CH3:52])[C:46]=1[N:54]=[C:55]=[O:56])([CH3:44])[CH3:43].C([N-]C(C)C)(C)C.[Li+]>>[CH3:44][CH:42]([C:45]1[CH:50]=[CH:49][CH:48]=[C:47]([CH:51]([CH3:52])[CH3:53])[C:46]=1[NH:54][C:55]([CH:9]1[CH2:10][CH2:11][CH2:12][C:7]([C:1]2[CH:2]=[CH:3][CH:4]=[CH:5][CH:6]=2)([C:14]2[CH:19]=[CH:18][CH:17]=[CH:16][N:15]=2)[C:8]1=[O:13])=[O:56])[CH3:43] |f:3.4,6.7|. Procedure details: The title compound was prepared from 2-phenyl-2-(2-pyridyl)-cyclohexanone (4.50 g, 0.017 mol, prepared from the alkylation of 2-phenylcyclohexanone with 2-chloropyridine and sodium hydride), 2,6-diisopropyl-phenyl isocyanate (3.60 g, 0.017 mol), and lithium diisopropylamide (0.017 mol) using the procedure described in Example 1.